From a dataset of the Open Reaction Database (ORD), a public repository of structured organic reaction records. describe an organic reaction: reactants, conditions, products, and yield Reactants: SCc1ccccc1, O=[N+]([O-])c1ccc(Oc2ccc(C(F)(F)F)cc2Cl)cc1[N+](=O)[O-], [H-], [Na+], C1CCOC1. Yields the product O=[N+]([O-])c1ccc(Oc2ccc(C(F)(F)F)cc2Cl)cc1SCc1ccccc1. As a reaction SMILES: [CH2:1]([c:2]1[cH:3][cH:4][cH:5][cH:6][cH:7]1)[SH:8].[Cl:11][c:12]1[c:13]([O:14][c:15]2[cH:16][c:17]([N+:24]([O-:25])=[O:26])[c:18]([N+:21](=[O:22])[O-:23])[cH:19][cH:20]2)[cH:27][cH:28][c:29]([C:31]([F:32])([F:33])[F:34])[cH:30]1.[H-:9].[Na+:10].[O:35]1[CH2:36][CH2:37][CH2:38][CH2:39]1>>[CH2:1]([c:2]1[cH:3][cH:4][cH:5][cH:6][cH:7]1)[S:8][c:17]1[cH:16][c:15]([O:14][c:13]2[c:12]([Cl:11])[cH:30][c:29]([C:31]([F:32])([F:33])[F:34])[cH:28][cH:27]2)[cH:20][cH:19][c:18]1[N+:21](=[O:22])[O-:23]. The reactants are FC(C(=O)N[C@H]1CC(C2=CC=C(C=C12)OC)=O)(F)F ((S)-2,2,2-trifluoro-N-(6-methoxy-3-oxo-2,3-dihydro-1H-inden-1-yl)acetamide), COC1=CC=C(C(C(=O)OC)=C1)O (methyl 5-methoxysalicylate), C(C=C)Br (allyl bromide), C([O-])([O-])=O.[Cs+].[Cs+] (cesium carbonate). Run in C(C)#N (acetonitrile). Conditions: time 2 hour. Yields the product C(C=C)OC1=C(C(=O)OC)C=C(C=C1)OC (methyl 2-allyloxy-5-methoxybenzoate). Yield: 100.0%. RXN SMILES: FC(F)(F)C(N[C@@H:6]1[C:14]2C(=CC=C(OC)C=2)C(=O)[CH2:7]1)=O.[CH3:20][O:21][C:22]1[CH:31]=[C:26]([C:27]([O:29][CH3:30])=[O:28])[C:25]([OH:32])=[CH:24][CH:23]=1.C(Br)C=C.C(=O)([O-])[O-].[Cs+].[Cs+]>C(#N)C>[CH2:14]([O:32][C:25]1[CH:24]=[CH:23][C:22]([O:21][CH3:20])=[CH:31][C:26]=1[C:27]([O:29][CH3:30])=[O:28])[CH:6]=[CH2:7] |f:3.4.5|. Procedure: Step AS (1). A mixture of 10 g (55 mmol) of methyl 5-methoxysalicylate, 9.3 mL (110 mMol) of allyl bromide and 36 g (110 mmol) of cesium carbonate in 100 mL of acetonitrile was stirred at rt for 2 h. The reaction was filtered to remove cesium carbonate and concentrated under vacuum to yield 13.3 g (100%) of methyl 2-allyloxy-5-methoxybenzoate as a yellowish solid, which was used directly in the next reaction without purification. LC-MS (M+H)+=223; 1H NMR (400 MHz, CDCl3) δ ppm 3.77 (s, 3H) 3.88 ... The reactants are N (NH3), product, S1C2=C(C=C1)C=C(C=C2)B2OC(C(O2)(C)C)(C)C (2-(benzo[b]thiophen-5-yl)-4,4,5,5-tetramethyl-1,3,2-dioxaborolane), C1(=CC=C(C=C1)S(=O)(=O)O)C.C1(=CC=C(C=C1)S(=O)(=O)O)C.N1N=CC(=C1)C1=CN=C(S1)O[C@H]1C2CN3CC(CC1C3)C2 ((4s)-4-[5-(Pyrazol-4-yl)-thiazol-2-yloxy]-1-azatricyclo[3.3.1.13,7]decane bis(p-toluenesulfonate)). Product: C1(=CC=C(C=C1)S(=O)(=O)O)C.S1C=CC2=C1C=CC(=C2)C2=NN=C(S2)O[C@H]2C1CN3CC(CC2C3)C1 ((4s)-4-[5-(Benzothien-5-yl)-1,3,4-thiadiazol-2-yloxy]-1-azatricyclo[3.3.1.13,7]decane p-toluenesulfonate). As a reaction SMILES: [S:1]1[CH:5]=[CH:4][C:3]2[CH:6]=[C:7](B3OC(C)(C)C(C)(C)O3)[CH:8]=[CH:9][C:2]1=2.[C:19]1([CH3:29])[CH:24]=[CH:23][C:22]([S:25]([OH:28])(=[O:27])=[O:26])=[CH:21][CH:20]=1.C1(C)C=CC(S(O)(=O)=O)=CC=1.N1C=C([C:46]2[S:50][C:49]([O:51][C@@H:52]3[CH:59]4[CH2:60][N:55]5[CH2:56][CH:57]([CH2:61][CH:53]3[CH2:54]5)[CH2:58]4)=[N:48]C=2)C=N1.[NH3:62]>>[C:19]1([CH3:29])[CH:20]=[CH:21][C:22]([S:25]([OH:28])(=[O:26])=[O:27])=[CH:23][CH:24]=1.[S:1]1[C:2]2[CH:9]=[CH:8][C:7]([C:46]3[S:50][C:49]([O:51][C@@H:52]4[CH:59]5[CH2:60][N:55]6[CH2:56][CH:57]([CH2:61][CH:53]4[CH2:54]6)[CH2:58]5)=[N:48][N:62]=3)=[CH:6][C:3]=2[CH:4]=[CH:5]1 |f:1.2.3,5.6|. Procedure: The free base of the title compound was prepared from the product of Example 41B (193 mg, 0.60 mmol) and 2-(benzo[b]thiophen-5-yl)-4,4,5,5-tetramethyl-1,3,2-dioxaborolane (317 mg, 0.74 mmol; Maybridge) according to Method F, and converted to the p-toluenesulfonate salt using the procedure of Method H: 1H NMR (300 MHz, methanol-D4) δ ppm 1.96 (d, J=12.5 Hz, 2H), 2.19 (s, 1H), 2.33 (d, J=13.6 Hz, 2H), 2.36 (s, 3H), 2.64 (s, 2H), 3.52-3.77 (m, 6H), 5.36 (s, 1H), 7.22 (d, J=8.8 Hz, 2H), 7.49 (d, J=5... Reactants: C([O-])([O-])=O.[K+].[K+] (potassium carbonate), BrC1=NC=C(C=C1)Br (2,5-dibromopyridine), OC1=CC=C(C=O)C=C1 (4-Hydroxybenzaldehyde). The solvent is CC(=O)N(C)C (DMAC). The product is BrC=1C=CC(=NC1)OC1=CC=C(C=O)C=C1 (4-(5-bromo-pyridin-2-yloxy)-benzaldehyde). Reaction SMILES: [OH:1][C:2]1[CH:9]=[CH:8][C:5]([CH:6]=[O:7])=[CH:4][CH:3]=1.C(=O)([O-])[O-].[K+].[K+].Br[C:17]1[CH:22]=[CH:21][C:20]([Br:23])=[CH:19][N:18]=1>CC(N(C)C)=O>[Br:23][C:20]1[CH:21]=[CH:22][C:17]([O:1][C:2]2[CH:9]=[CH:8][C:5]([CH:6]=[O:7])=[CH:4][CH:3]=2)=[N:18][CH:19]=1 |f:1.2.3|. Reported procedure: As shown in scheme 7, 4-Hydroxybenzaldehyde is treated with potassium carbonate and 2,5-dibromopyridine in DMAC to afford 4-(5-bromo-pyridin-2-yloxy)-benzaldehyde (35). The aldehyde 35 is combined with isoamylamine, sodium triacetoxyborohydride, acectic acid, and dichloromethane to yield the reductive amination product [4-(5-bromo-pyridin-2-yloxy)-benzyl]-(3-methyl-butyl)-amine (36). The resulting aryl bromide 36 is treated with acetamide, copper iodide, and 1,2 diaminocyclohexane in dioxane to ... The reactants are BrC1=C(C=CC(=C1)C(=C)C)F (2-bromo-1-fluoro-4-(prop-1-en-2-yl)benzene), C(C=O)(=O)OCC (ethyl glyoxalate), O.FC(S(=O)(=O)[O-])(F)F.[Yb+3].FC(S(=O)(=O)[O-])(F)F.FC(S(=O)(=O)[O-])(F)F (ytterbium trifluoromethanesulfonate, hydrate). The solvent is C(C)#N (acetonitrile). Conditions: time 8 hour. The product is BrC=1C=C(C=CC1)C(CC(C(=O)OCC)O)=C (Ethyl 4-(3-bromophenyl)-2-hydroxypent-4-enoate). The yield is 87.0%. Reaction SMILES: [Br:1][C:2]1[CH:7]=[C:6]([C:8]([CH3:10])=[CH2:9])[CH:5]=[CH:4][C:3]=1F.[C:12]([O:16][CH2:17][CH3:18])(=[O:15])[CH:13]=[O:14].O.FC(F)(F)S([O-])(=O)=O.[Yb+3].FC(F)(F)S([O-])(=O)=O.FC(F)(F)S([O-])(=O)=O>C(#N)C>[Br:1][C:2]1[CH:7]=[C:6]([C:8](=[CH2:9])[CH2:10][CH:13]([OH:14])[C:12]([O:16][CH2:17][CH3:18])=[O:15])[CH:5]=[CH:4][CH:3]=1 |f:2.3.4.5.6|. Procedure: To a solution of 2-bromo-1-fluoro-4-(prop-1-en-2-yl)benzene (12.3 g, 62.2 mmol, 1.0 equiv) in acetonitrile (124 mL, 0.5 M) are added ethyl glyoxalate (38.1 g, 37 mL, 187 mmoles, 3 equiv) and ytterbium trifluoromethanesulfonate, hydrate (7.72 g, 12.4 mmoles, 0.2 equiv). The mixture is stirred overnight at room temperature. The mixture is concentrated under reduced pressure and diluted with diethyl ether. The resulting solution is washed twice with water. The organic layer is dried over anhydrous ... Reactants: CC1=CC(=NC(=N1)N1C(C2=CC=CC=C2CC1)C)O (6-methyl-2-(1-methyl-1,2,3,4-tetrahydroisoquinolin-2-yl)-4-hydroxypyrimidine), CN(C1=CC=CC=C1)C (N,N-dimethylaniline), P(=O)(Cl)(Cl)Cl (phosphorous oxychloride), ice water, C([O-])(O)=O.[Na+] (sodium bicarbonate). Conditions: temperature 90 celsius, time 2 hour. Yields the product CC1=CC(=NC(=N1)N1C(C2=CC=CC=C2CC1)C)Cl (6-Methyl-2-(1-methyl-1,2,3,4-tetrahydroisoquinolin-2-yl)-4-chloropyrimidine). Isolated yield 60.0%. Reaction SMILES: [CH3:1][C:2]1[N:7]=[C:6]([N:8]2[CH2:17][CH2:16][C:15]3[C:10](=[CH:11][CH:12]=[CH:13][CH:14]=3)[CH:9]2[CH3:18])[N:5]=[C:4](O)[CH:3]=1.CN(C)C1C=CC=CC=1.C(=O)(O)[O-].[Na+].P(Cl)(Cl)([Cl:36])=O>>[CH3:1][C:2]1[N:7]=[C:6]([N:8]2[CH2:17][CH2:16][C:15]3[C:10](=[CH:11][CH:12]=[CH:13][CH:14]=3)[CH:9]2[CH3:18])[N:5]=[C:4]([Cl:36])[CH:3]=1 |f:2.3|. Procedure details: A mixture solution of 6-methyl-2-(1-methyl-1,2,3,4-tetrahydroisoquinolin-2-yl)-4-hydroxypyrimidine(7.0 g, 27.4 mmol) prepared in the above Step 2, phosphorous oxychloride(30 ml) and N,N-dimethylaniline(2. 3 ml) was stirred at 90° C. for 2 hours and cooled. The reaction mixture was added to ice water and basified with sodium bicarbonate and then was extracted with ethyl ether. The ethyl ether layer was dried over anhydrous sodium sulfate, and concentrated under reduced pressure to give 4.5 g of t... Reactants: CC1=CC=C(C=N1)CO ((6-methyl-3-pyridyl)-methanol), S(=O)(Cl)Cl (thionyl chloride). The solvent is C1(=CC=CC=C1)C (toluene), O (water). Conditions: temperature 35 celsius, time 8 hour. Yields the product ClCC=1C=CC(=NC1)C (5-chloromethyl-2-methyl-pyridine). As a reaction SMILES: [CH3:1][C:2]1[N:7]=[CH:6][C:5]([CH2:8]O)=[CH:4][CH:3]=1.S(Cl)([Cl:12])=O>C1(C)C=CC=CC=1.O>[Cl:12][CH2:8][C:5]1[CH:4]=[CH:3][C:2]([CH3:1])=[N:7][CH:6]=1. Procedure: To a solution of (6-methyl-3-pyridyl)-methanol (50 g, 0.506 mol) in toluene (500 ml) and water (9 ml) at 35° C. under nitrogen was added thionyl chloride (66.9 ml, 1.06 mol) dropwise After stirring at 35° C. overnight 300 ml was distilled off under vacuum and rediluted with toluene (250 ml) and water (10 ml) to give a solution of 5-chloromethyl-2-methyl-pyridine (J. Med. Chem, 2004, 47(11), 4787). The mixture was then heated to 40° C. and morpholine (112.2 ml, 1.29 mol) added and the slurry heat...